This data is from the Open Reaction Database (ORD), a public repository of structured organic reaction records. The task is: describe an organic reaction: reactants, conditions, products, and yield Reactants: C(C1=CC=CC=C1)(=O)OCC(=O)C1=C(C=CC=C1)N(C=O)CC (2-[2-(N-ethylformamido)phenyl]-2- C oxoethyl benzoate), C([O-])([O-])=O.[K+].[K+] (potassium carbonate). The solvent is CN(C=O)C (dimethylformamide). Conditions: time 15 hour. Yields the product C(C1=CC=CC=C1)(=O)OC1=CN(C2=CC=CC=C2C1=O)CC (1-ethyl-4-oxo-1,4-dihydroquinol-3-yl benzoate). As a reaction SMILES: [C:1]([O:9][CH2:10][C:11]([C:13]1[CH:18]=[CH:17][CH:16]=[CH:15][C:14]=1[N:19]([CH2:22][CH3:23])[CH:20]=O)=[O:12])(=[O:8])[C:2]1[CH:7]=[CH:6][CH:5]=[CH:4][CH:3]=1.C(=O)([O-])[O-].[K+].[K+]>CN(C)C=O>[C:1]([O:9][C:10]1[C:11](=[O:12])[C:13]2[C:14](=[CH:15][CH:16]=[CH:17][CH:18]=2)[N:19]([CH2:22][CH3:23])[CH:20]=1)(=[O:8])[C:2]1[CH:7]=[CH:6][CH:5]=[CH:4][CH:3]=1 |f:1.2.3|. Procedure: A mixture of 2-[2-(N-ethylformamido)phenyl]-2- C oxoethyl benzoate (21.2 g), potassium carbonate (11.82 g) and dry dimethylformamide (330 ml) was stirred at 60° for 15 hours. The reaction mixture was filtered and the residue washed with dimethylformamide (150 ml). The combined filtrate and washings were evaporated under reduced pressure at 60° and the residue triturated with water (200 ml) and then with acetone (2×30 ml) to give the novel compound 1-ethyl-4-oxo-1,4-dihydroquinol-3-yl benzoate, m... Reaction conditions: temperature 87.5 celsius, time 3 hour. The product is C(C)(=O)C1=CC=C(OC(C(=O)OC)C)C=C1 (methyl 2-(4-acetylphenoxy)propanoate). Run in CN(C=O)C (dimethylformamide). RXN SMILES: [K].[CH3:2][C:3]([C:5]1[CH:6]=[CH:7][C:8]([OH:11])=[CH:9][CH:10]=1)=[O:4].Cl[CH:13]([CH3:18])[C:14]([O:16][CH3:17])=[O:15]>CN(C)C=O>[C:3]([C:5]1[CH:10]=[CH:9][C:8]([O:11][CH:13]([CH3:18])[C:14]([O:16][CH3:17])=[O:15])=[CH:7][CH:6]=1)(=[O:4])[CH3:2] |^1:0|. Reactants: [K] (potassium), CC(=O)C=1C=CC(=CC1)O (4-hydroxyacetophenone), ClC(C(=O)OC)C (methyl 2-chloropropanoate). Isolated yield 80.4%. Reported procedure: To a solution of the potassium salt of 4-hydroxyacetophenone (25.0 g, 0.14 mol) in dimethylformamide (DMF) (100 mL) is added methyl 2-chloropropanoate (24.5 g, 0.20 mol) over 30 minutes and stirred at 85-90° C. for 3 hours under nitrogen. The reaction is filtered to remove KCl and the filtrate is concentrated under reduced pressure to remove DMF and the product analyzed by GLC. The product is dissolved in ethyl acetate (300 mL) and extracted with 2N NaOH (2×100 mL) and water (100 mL). The organi... The reactants are O[C@@H]1CC2C(C[C@H]3[C@@H]4CCC([C@@]4(C)CC[C@@H]3[C@]2(CC1)C)=O)=O (3β-hydroxyandrostane-6,17-dione), C(C)(C)(C)OC(=O)N1CC(C1)C(=O)O (1-(tert-butoxycarbonyl)-3-azetidinecarboxylic acid). Yields the product C(C)(C)(C)OC(=O)N1CC(C1)C(=O)O[C@@H]1CC2C(C[C@H]3[C@@H]4CCC([C@@]4(C)CC[C@@H]3[C@]2(CC1)C)=O)=O (3β-(N-(tert-Butoxycarbonyl)azetidin-3-ylcarbonyloxy)androstane-6,17-dione). The yield is 65.0%. RXN SMILES: [OH:1][C@H:2]1[CH2:19][CH2:18][C@@:17]2([CH3:20])[CH:4]([C:5](=[O:22])[CH2:6][C@@H:7]3[C@@H:16]2[CH2:15][CH2:14][C@@:12]2([CH3:13])[C@H:8]3[CH2:9][CH2:10][C:11]2=[O:21])[CH2:3]1.[C:23]([O:27][C:28]([N:30]1[CH2:33][CH:32]([C:34](O)=[O:35])[CH2:31]1)=[O:29])([CH3:26])([CH3:25])[CH3:24]>>[C:23]([O:27][C:28]([N:30]1[CH2:33][CH:32]([C:34]([O:1][C@H:2]2[CH2:19][CH2:18][C@@:17]3([CH3:20])[CH:4]([C:5](=[O:22])[CH2:6][C@@H:7]4[C@@H:16]3[CH2:15][CH2:14][C@@:12]3([CH3:13])[C@H:8]4[CH2:9][CH2:10][C:11]3=[O:21])[CH2:3]2)=[O:35])[CH2:31]1)=[O:29])([CH3:26])([CH3:25])[CH3:24]. Reported procedure: Prepared in 65% yield from 3β-hydroxyandrostane-6,17-dione and 1-(tert-butoxycarbonyl)-3-azetidinecarboxylic acid by the procedure described in Prepn. 43. 1H-NMR (300 MHz, DMSO-d6, ppm from TMS): δ 4.66 (1H, m), 4.50-1.00 (29H, m), 1.35 (9H, s), 0.78 (3H, s), 0.69 (3H, s). Reactants: FC1=C(C=CC(=C1)F)C1=NC(=NC=N1)NC1=CC(=CC=C1)CS(=O)(=O)C (4-(2,4-difluorophenyl)-N-{3-[(methylsulfonyl)methyl]phenyl}-1,3,5-triazin-2-amine), intermediate 42.1, C1(CCCCC1)CO (cyclohexylmethanol). Product: C1(CCCCC1)COC1=C(C=CC(=C1)F)C1=NC(=NC=N1)NC1=CC(=CC=C1)CS(=O)(=O)C (4-[2-(Cyclohexylmethoxy)-4-fluorophenyl]-N-{3-[(methylsulfonyl)methyl]phenyl}-1,3,5-triazin-2-amine). Reaction SMILES: F[C:2]1[CH:7]=[C:6]([F:8])[CH:5]=[CH:4][C:3]=1[C:9]1[N:14]=[CH:13][N:12]=[C:11]([NH:15][C:16]2[CH:21]=[CH:20][CH:19]=[C:18]([CH2:22][S:23]([CH3:26])(=[O:25])=[O:24])[CH:17]=2)[N:10]=1.[CH:27]1([CH2:33][OH:34])[CH2:32][CH2:31][CH2:30][CH2:29][CH2:28]1>>[CH:27]1([CH2:33][O:34][C:2]2[CH:7]=[C:6]([F:8])[CH:5]=[CH:4][C:3]=2[C:9]2[N:14]=[CH:13][N:12]=[C:11]([NH:15][C:16]3[CH:21]=[CH:20][CH:19]=[C:18]([CH2:22][S:23]([CH3:26])(=[O:25])=[O:24])[CH:17]=3)[N:10]=2)[CH2:32][CH2:31][CH2:30][CH2:29][CH2:28]1. Reported procedure: Starting with 4-(2,4-difluorophenyl)-N-{3-[(methylsulfonyl)methyl]phenyl}-1,3,5-triazin-2-amine (50 mg; 0.129 mmol), intermediate 42.1, and cyclohexylmethanol (59.4 mg; 0.515 mmol), example 57 was prepared analogously to the procedure for the preparation of example 42. Starting materials: ClC1=CC=C2C(=CC=NC2=C1)NC1=CC=C(C(=O)N2CC[N+](CC2)(C)[O-])C=C1 (1-[p-[(7-chloro-4-quinolyl)amino]benzoyl]-4-methylpiperazine-4-oxide), Cl (hydrochloric acid), oxide. Run in C(C)O (ethanol). The product is Cl.Cl.ClC1=CC=C2C(=CC=NC2=C1)NC1=CC=C(C(=O)N2CC[N+](CC2)(C)[O-])C=C1 (1-[p-[(7-chloro-4-quinolyl)amino]benzoyl]-4-methylpiperazine-4-oxide dihydrochloride). RXN SMILES: [Cl:1][C:2]1[CH:11]=[C:10]2[C:5]([C:6]([NH:12][C:13]3[CH:28]=[CH:27][C:16]([C:17]([N:19]4[CH2:24][CH2:23][N+:22]([O-:26])([CH3:25])[CH2:21][CH2:20]4)=[O:18])=[CH:15][CH:14]=3)=[CH:7][CH:8]=[N:9]2)=[CH:4][CH:3]=1.[ClH:29]>C(O)C>[ClH:1].[ClH:29].[Cl:1][C:2]1[CH:11]=[C:10]2[C:5]([C:6]([NH:12][C:13]3[CH:28]=[CH:27][C:16]([C:17]([N:19]4[CH2:20][CH2:21][N+:22]([O-:26])([CH3:25])[CH2:23][CH2:24]4)=[O:18])=[CH:15][CH:14]=3)=[CH:7][CH:8]=[N:9]2)=[CH:4][CH:3]=1 |f:3.4.5|. Reported procedure: 1-[p-[(7-chloro-4-quinolyl)amino]benzoyl]-4-methylpiperazine-4-oxide (Example 1, supra.) and a mixture of hydrochloric acid in ethanol are admixed together, in proportions such that the molar proportion of acid istwice the molar proportion of the oxide reactant. The reaction mixture is evaporated to dryness under reduced atmospheric pressure and the residue recrystallized from ethanol to give 1-[p-[(7-chloro-4-quinolyl)amino]benzoyl]-4-methylpiperazine-4-oxide dihydrochloride. The reactants are C(C)OC(CNC(=O)C=1C(OC2=CC(=CC=C2C1O)C)=O)=O ([(4-hydroxy-7-methyl-2-oxo-2H-chromene-3-carbonyl)-amino]-acetic acid ethyl ester), [OH-].[Na+] (NaOH). Run in O1CCCC1 (tetrahydrofuran), CO (methanol), O (water). Run at time 8 hour. Product: OC1=C(C(OC2=CC(=CC=C12)C)=O)C(=O)NCC(=O)O ([(4-Hydroxy-7-methyl-2-oxo-2H-chromene-3-carbonyl)-amino]-acetic acid). The yield is 83.2%. As a reaction SMILES: C([O:3][C:4](=[O:22])[CH2:5][NH:6][C:7]([C:9]1[C:10](=[O:21])[O:11][C:12]2[C:17]([C:18]=1[OH:19])=[CH:16][CH:15]=[C:14]([CH3:20])[CH:13]=2)=[O:8])C.[OH-].[Na+]>O1CCCC1.CO.O>[OH:19][C:18]1[C:17]2[C:12](=[CH:13][C:14]([CH3:20])=[CH:15][CH:16]=2)[O:11][C:10](=[O:21])[C:9]=1[C:7]([NH:6][CH2:5][C:4]([OH:22])=[O:3])=[O:8] |f:1.2|. Procedure details: A mixture of [(4-hydroxy-7-methyl-2-oxo-2H-chromene-3-carbonyl)-amino]-acetic acid ethyl ester (106 mg, 0.347 mmol) and NaOH solution (0.70 mL, 1.38 mmol) in tetrahydrofuran (3 mL), methanol (3 mL) and water (3 mL) was stirred at rt overnight; the solvents were evaporated and the resulting residue was dissolved in water, acidified with 2 M HCl solution, the precipitates were then dried to give the desired product (80 mg). ESI (m/z): 278 (M+H)+. The reactants are COC(=O)CC12CC3CC(CC(C3)C1)C2, [Li]CCCC, COP(C)(=O)OC, CCCCCC, CC(=O)O, C1CCOC1, O=[PH]([O-])[O-]. Yields the product COP(=O)(CC(=O)CC12CC3CC(CC(C3)C1)C2)OC. RXN SMILES: [C:17]12([CH2:27][C:28](=[O:29])[O:30][CH3:31])[CH2:18][CH:19]3[CH2:20][CH:21]([CH2:22][CH:23]([CH2:24]1)[CH2:25]3)[CH2:26]2.[CH2:12]([Li:13])[CH2:14][CH2:15][CH3:16].[CH3:1][P:2]([O:3][CH3:4])([O:5][CH3:6])=[O:7].[CH3:37][CH2:38][CH2:39][CH2:40][CH2:41][CH3:42].[CH3:43][C:44](=[O:45])[OH:46].[O:32]1[CH2:33][CH2:34][CH2:35][CH2:36]1.[PH:8](=[O:9])([O-:10])[O-:11]>>[CH2:1]([P:2]([O:3][CH3:4])([O:5][CH3:6])=[O:7])[C:28]([CH2:27][C:17]12[CH2:18][CH:19]3[CH2:20][CH:21]([CH2:22][CH:23]([CH2:24]1)[CH2:25]3)[CH2:26]2)=[O:29].